From a dataset of the Open Reaction Database (ORD), a public repository of structured organic reaction records. describe an organic reaction: reactants, conditions, products, and yield The reactants are [OH-].[Na+] (NaOH), [N+](=O)(O)[O-] (HNO3), [N+](=O)(O)[O-] (HNO3), Cl (HCl), [N+](=O)(O)[O-] (HNO3), C(C)OC1=C(CCN)C=C(C=C1)OCC (2,5-diethoxyphenethylamine). The solvent is O (water), O (water). Run at temperature 2.5 celsius, time 3 hour. Product: [N+](=O)([O-])C1=CC(=C(CCN)C=C1OCC)OCC (4-Nitro-2,5-diethoxyphenethylamine). Isolated yield 52.0%. As a reaction SMILES: [CH2:1]([O:3][C:4]1[CH:12]=[CH:11][C:10]([O:13][CH2:14][CH3:15])=[CH:9][C:5]=1[CH2:6][CH2:7][NH2:8])[CH3:2].Cl.[N+:17]([O-])([OH:19])=[O:18].[OH-].[Na+]>O>[N+:17]([C:11]1[C:10]([O:13][CH2:14][CH3:15])=[CH:9][C:5]([CH2:6][CH2:7][NH2:8])=[C:4]([O:3][CH2:1][CH3:2])[CH:12]=1)([O-:19])=[O:18] |f:3.4|. Procedure details: 5.23 g (25 mmol) 2,5-diethoxyphenethylamine N5 was mixed with 10 ml water and cooled to 0° C. while 3 ml conc. HCl was added slowly. The resultant milky emulsion was to cooled 0 to 5° C. and 13.5 ml conc. HNO3 was added slowly and carefully within about 2 hours. The temperature was kept below 10° C. The mixture solidified when about half of the HNO3 had been added. 50 ml icy water was added to render the mixture stirrable. Then the rest of the HNO3 was added. The mixture was warmed up to room te... The reactants are NC1=C(C2=C(CN(C2)C(=O)OCC)S1)C(=O)OCC (Diethyl 2-amino-4,6-dihydro-5H-thieno[2,3-c]pyrrole-3,5-dicarboxylate), C(=O)N (formamide), C(=O)[O-].[NH4+] (ammonium formiate). Solvent: O (water). Reaction conditions: temperature 140 celsius. Product: O=C1C2=C(N=CN1)SC1=C2CN(C1)C(=O)OCC (Ethyl 4-oxo-3,4,5,7-tetrahydro-6H-pyrrolo[3′,4′:4,5]thieno[2,3-d]pyrimidine-6-carboxylate). Isolated yield 52.0%. Reaction SMILES: [NH2:1][C:2]1[S:14][C:5]2[CH2:6][N:7]([C:9]([O:11][CH2:12][CH3:13])=[O:10])[CH2:8][C:4]=2[C:3]=1[C:15]([O:17]CC)=O.C([O-])=O.[NH4+].[CH:24]([NH2:26])=O>O>[O:17]=[C:15]1[NH:26][CH:24]=[N:1][C:2]2[S:14][C:5]3[CH2:6][N:7]([C:9]([O:11][CH2:12][CH3:13])=[O:10])[CH2:8][C:4]=3[C:3]1=2 |f:1.2|. Procedure details: Diethyl 2-amino-4,6-dihydro-5H-thieno[2,3-c]pyrrole-3,5-dicarboxylate from Example 19A (3.60 g, 12.7 mmol) was dissolved in formamide (72 mL), and ammonium formiate (2.11 g, 20.3 mmol) was added. The mixture was heated to 140° C. overnight, then diluted with water and extracted with ethyl acetate. The organic layer was dried over sodium sulfate, and the solvent was removed in vacuo. The precipitate in the aqueous layer was collected by suction filtration and combined with the organic extracts. T... Reactants: O=C1SC[C@@H](N1CCCCCCC(=O)OCC)\C=C\C(CC1=CC=CC=C1)=O (ethyl 7-{(4S)-2-oxo-4-[(1E)-3-oxo-4-phenylbut-1-enyl]-1,3-thiazolidin-3-yl}heptanoate), CO (MeOH), C(#N)[BH3-].[Na+] (sodium cyanoborohydride). The solvent is C(C)(=O)O (acetic acid). Reaction conditions: time 8 hour. The product is OC(/C=C/[C@@H]1N(C(SC1)=O)CCCCCCC(=O)OCC)CC1=CC=CC=C1 (ethyl 7-{(4S)-4-[(1E)-3-hydroxy-4-phenylbut-1-enyl]-2-oxo-1,3-thiazolidin-3-yl}heptanoate). Isolated yield 98.6%. As a reaction SMILES: [O:1]=[C:2]1[N:6]([CH2:7][CH2:8][CH2:9][CH2:10][CH2:11][CH2:12][C:13]([O:15][CH2:16][CH3:17])=[O:14])[C@@H:5](/[CH:18]=[CH:19]/[C:20](=[O:28])[CH2:21][C:22]2[CH:27]=[CH:26][CH:25]=[CH:24][CH:23]=2)[CH2:4][S:3]1.CO.C([BH3-])#N.[Na+]>C(O)(=O)C>[OH:28][CH:20]([CH2:21][C:22]1[CH:23]=[CH:24][CH:25]=[CH:26][CH:27]=1)/[CH:19]=[CH:18]/[C@H:5]1[CH2:4][S:3][C:2](=[O:1])[N:6]1[CH2:7][CH2:8][CH2:9][CH2:10][CH2:11][CH2:12][C:13]([O:15][CH2:16][CH3:17])=[O:14] |f:2.3|. Reported procedure: To a solution of 3-7 (0.4 g, 1.0 mmol) in 12 mL 5:1 MeOH:acetic acid was added sodium cyanoborohydride (100 mg, 1.4 mmol) and the resulting solution was stirred overnight at room temperature. The solution was quenched with water and was concentrated in vacuo. The concentrate was extracted with ethyl acetate and washed with 2M Na2CO3 and then brine, after which it was dried over Na2SO4, filtered and concentrated in vacuo. The compound was purified by flash chromatography using 60% ethyl acetate/h... The reactants are CC(C)=C (Isobutylene), BrC1=CC=C(C=C1)C1(CC1)C(=O)O (1-(4-bromophenyl)cyclopropanecarboxylic acid), S(O)(O)(=O)=O (sulfuric acid). Reaction conditions: time 8 hour. The product is BrC1=CC=C(C=C1)C1(CC1)C(=O)OC(C)(C)C (tert-butyl 1-(4-bromophenyl)cyclopropanecarboxylate). As a reaction SMILES: [CH3:1][C:2](=[CH2:4])[CH3:3].[Br:5][C:6]1[CH:11]=[CH:10][C:9]([C:12]2([C:15]([OH:17])=[O:16])[CH2:14][CH2:13]2)=[CH:8][CH:7]=1.S(=O)(=O)(O)O>>[Br:5][C:6]1[CH:7]=[CH:8][C:9]([C:12]2([C:15]([O:17][C:2]([CH3:4])([CH3:3])[CH3:1])=[O:16])[CH2:14][CH2:13]2)=[CH:10][CH:11]=1. Reported procedure: Isobutylene (80.0 mL, 0.847 mol) was passed through a mixture of 1-(4-bromophenyl)cyclopropanecarboxylic acid (10.0 g, 0.0415 mol, example 238, step 1) and sulfuric acid (1.0 mL, 0.019 mol) at −78° C. The mixture was sealed and was stirred at room temperature overnight. The isobutylene was evaporated at room temperature and the residue was dissolved in ethyl acetate (100 mL), and washed with water and brine successively. The organic layer was dried over Na2SO4, filtered, and concentrated under r... Reactants: ClC1=C(C(CCl)=O)C=CC(=C1)Cl (2,4-Dichlorophenacyl chloride), N1C=NC=C1 (imidazole). Run in C1(=CC=CC=C1)C (toluene). Yields the product ClC1=C(C=CC(=C1)Cl)C(CC=1NC=CN1)=O (1-(2,4-dichlorophenyl)-2-imidazolylethan-1-one). Reaction SMILES: [Cl:1][C:2]1[CH:11]=[C:10]([Cl:12])[CH:9]=[CH:8][C:3]=1[C:4](=[O:7])[CH2:5]Cl.[NH:13]1[CH:17]=[CH:16][N:15]=[CH:14]1>C1(C)C=CC=CC=1>[Cl:1][C:2]1[CH:11]=[C:10]([Cl:12])[CH:9]=[CH:8][C:3]=1[C:4](=[O:7])[CH2:5][C:14]1[NH:13][CH:17]=[CH:16][N:15]=1. Reported procedure: 2,4-Dichlorophenacyl chloride (1.42 g, 6.4 mmol) and imidazole (1.18 g, 16 mmol) were heated in toluene (40 ml) at 75° C. for 2.25 hours. The mixture was concentrated to dryness in vacuo. The residue was dissolved in dichloromethane and washed with 5% aqueous potassium carbonate solution and water, dried and concentrated in vacuo. The crude product was purified by passage over a pad of silica gel, eluting with 5% methanol in dichloromethane to give 1-(2,4-dichlorophenyl)-2-imidazolylethan-1-one ... Starting materials: C([O-])([O-])=O.[Li+].[Li+] (lithium carbonate), C1(CC1)[C@]1([C@@H](NCC1)C(C)C)O ((2S,3R)-3-cyclopropyl-2-isopropylpyrrolidin-3-ol), FC1=C(C#N)C(=CC(=C1)F)F (2,4,6-trifluorobenzonitrile). Yields the product C1(CC1)[C@]1([C@@H](N(CC1)C1=CC(=C(C#N)C(=C1)F)F)C)O (4-[(2S,3R)-3-cyclopropyl-3-hydroxy-2-methylpyrrolidin-1-yl]-2,6-difluorobenzonitrile), solid. Isolated yield 51.0%. RXN SMILES: [CH:1]1([C@:4]2([OH:12])[CH2:8][CH2:7][NH:6][C@H:5]2[CH:9](C)C)[CH2:3][CH2:2]1.[F:13][C:14]1[CH:21]=[C:20](F)[CH:19]=[C:18]([F:23])[C:15]=1[C:16]#[N:17].C(=O)([O-])[O-].[Li+].[Li+]>>[CH:1]1([C@:4]2([OH:12])[CH2:8][CH2:7][N:6]([C:20]3[CH:21]=[C:14]([F:13])[C:15]([C:16]#[N:17])=[C:18]([F:23])[CH:19]=3)[C@H:5]2[CH3:9])[CH2:2][CH2:3]1 |f:2.3.4|. Reported procedure: By an operation in the same manner as in Example 1 and using (2S,3R)-3-cyclopropyl-2-methylpyrrolidin-3-ol 0.5 oxalate (200 mg), 2,4,6-trifluorobenzonitrile (288 mg) and lithium carbonate (180 mg), the title compound was obtained as a colorless solid (yield: 172 mg, yield: 51%). Starting materials: CCCC[N+](CCCC)(CCCC)CCCC, [F-], CC(=O)c1oc2c(-c3ccn([Si](C(C)C)(C(C)C)C(C)C)c3)cc(F)cc2c1Cc1cccc(F)c1, C1CCOC1, O. Yields the product CC(=O)c1oc2c(-c3cc[nH]c3)cc(F)cc2c1Cc1cccc(F)c1. Reaction SMILES: [CH2:39]([N+:40]([CH2:41][CH2:42][CH2:43][CH3:44])([CH2:45][CH2:46][CH2:47][CH3:48])[CH2:49][CH2:50][CH2:51][CH3:52])[CH2:53][CH2:54][CH3:55].[F-:38].[F:1][c:2]1[cH:3][c:4](-[c:22]2[cH:23][n:24]([Si:27]([CH:28]([CH3:29])[CH3:30])([CH:31]([CH3:32])[CH3:33])[CH:34]([CH3:35])[CH3:36])[cH:25][cH:26]2)[c:5]2[c:6]([c:7]([CH2:13][c:14]3[cH:15][c:16]([F:20])[cH:17][cH:18][cH:19]3)[c:8]([C:10]([CH3:11])=[O:12])[o:9]2)[cH:21]1.[O:56]1[CH2:57][CH2:58][CH2:59][CH2:60]1.[OH2:37]>>[F:1][c:2]1[cH:3][c:4](-[c:22]2[cH:23][nH:24][cH:25][cH:26]2)[c:5]2[c:6]([c:7]([CH2:13][c:14]3[cH:15][c:16]([F:20])[cH:17][cH:18][cH:19]3)[c:8]([C:10]([CH3:11])=[O:12])[o:9]2)[cH:21]1.